This data is from the Open Reaction Database (ORD), a public repository of structured organic reaction records. The task is: describe an organic reaction: reactants, conditions, products, and yield Starting materials: CC=1C(=NC=CC1OCC(F)(F)F)CS(=O)C1=NC2=C(N1)C=CC=C2 (2-[[[3-Methyl-4-(2,2,2-trifluoroethoxy)-2-pyridyl]methyl]sulfinyl]-1H-benzimidazole), C(N)(=O)CNC(COC1=CC=C(C=C1)S(=O)(=O)Cl)=O (N-(carbamoylmethyl)-2-[4-(chlorosulfonyl)phenoxy]acetamide). Run in ClCCl (dichloromethane), C(C)N(CC)CC (triethylamine), ClCCl (Dichloromethane). Conditions: time 24 hour. Product: C(N)(=O)CNC(COC1=CC=C(C=C1)S(=O)(=O)N1C(=NC2=C1C=CC=C2)S(=O)CC2=NC=CC(=C2C)OCC(F)(F)F)=O (N-(carbamoylmethyl)-2-(4-{[2-({[3-methyl-4-(2,2,2-trifluoroethoxy)-2-pyridyl]methyl}sulfinyl)benzimidazol-1-yl]sulfonyl}phenoxy)acetamide). The yield is 74.0%. Reaction SMILES: [CH3:1][C:2]1[C:3]([CH2:14][S:15]([C:17]2[NH:21][C:20]3[CH:22]=[CH:23][CH:24]=[CH:25][C:19]=3[N:18]=2)=[O:16])=[N:4][CH:5]=[CH:6][C:7]=1[O:8][CH2:9][C:10]([F:13])([F:12])[F:11].[C:26]([CH2:29][NH:30][C:31](=[O:44])[CH2:32][O:33][C:34]1[CH:39]=[CH:38][C:37]([S:40](Cl)(=[O:42])=[O:41])=[CH:36][CH:35]=1)(=[O:28])[NH2:27]>ClCCl.C(N(CC)CC)C>[C:26]([CH2:29][NH:30][C:31](=[O:44])[CH2:32][O:33][C:34]1[CH:39]=[CH:38][C:37]([S:40]([N:21]2[C:20]3[CH:22]=[CH:23][CH:24]=[CH:25][C:19]=3[N:18]=[C:17]2[S:15]([CH2:14][C:3]2[C:2]([CH3:1])=[C:7]([O:8][CH2:9][C:10]([F:13])([F:11])[F:12])[CH:6]=[CH:5][N:4]=2)=[O:16])(=[O:41])=[O:42])=[CH:36][CH:35]=1)(=[O:28])[NH2:27]. Reported procedure: 2-[[[3-Methyl-4-(2,2,2-trifluoroethoxy)-2-pyridyl]methyl]sulfinyl]-1H-benzimidazole (185 mg) was dissolved in 20 ml of dichloromethane and 0.5 ml of triethylamine, and N-(carbamoylmethyl)-2-[4-(chlorosulfonyl)phenoxy]acetamide (158 mg) was added. The reaction mixture was stirred at room temperature for 24 hr. Dichloromethane (100 ml) was added to the reaction mixture. The reaction mixture was washed with saturated NaCl solution, and 0.1N sodium bicarbonate solution. Dichloromethane layer was sep... Starting materials: CCCC[Sn](CCCC)(CCCC)c1cccs1, C#CCNS(=O)(=O)c1ccc(-c2sc(NC(C)=O)nc2C)s1, CC(=O)Nc1nc(C)c(I)s1, CN(C)C=O. Yields the product CC(=O)Nc1nc(C)c(-c2cccs2)s1. Reaction SMILES: [CH2:34]([Sn:35]([CH2:36][CH2:37][CH2:38][CH3:39])([CH2:40][CH2:41][CH2:42][CH3:43])[c:44]1[s:45][cH:46][cH:47][cH:48]1)[CH2:49][CH2:50][CH3:51].[CH3:12][c:13]1[n:14][c:15]([NH:30][C:31]([CH3:32])=[O:33])[s:16][c:17]1-[c:18]1[s:19][c:20]([S:23]([NH:24][CH2:25][C:26]#[CH:27])(=[O:28])=[O:29])[cH:21][cH:22]1.[I:1][c:2]1[s:3][c:4]([NH:5][C:6](=[O:7])[CH3:8])[n:9][c:10]1[CH3:11].[O:52]=[CH:53][N:54]([CH3:55])[CH3:56]>>[CH3:12][c:13]1[n:14][c:15]([NH:30][C:31]([CH3:32])=[O:33])[s:16][c:17]1-[c:18]1[s:19][cH:20][cH:21][cH:22]1. Reactants: [NH3+]C1CCCCC1OCC(=O)O, CC(=O)OC(C)=O, [Cl-], [Na+], [OH-]. The product is CC(=O)NC1CCCCC1OCC(=O)O. RXN SMILES: [C:2](=[O:3])([OH:4])[CH2:5][O:6][CH:7]1[CH:8]([NH3+:13])[CH2:9][CH2:10][CH2:11][CH2:12]1.[CH3:14][C:15](=[O:16])[O:17][C:18](=[O:19])[CH3:20].[Cl-:1].[Na+:22].[OH-:21]>>[C:2](=[O:3])([OH:4])[CH2:5][O:6][CH:7]1[CH:8]([NH:13][C:15]([CH3:14])=[O:16])[CH2:9][CH2:10][CH2:11][CH2:12]1. Starting materials: CC(C)Cc1ccc(B(O)O)cc1, CCO, Cc1ccccc1, COc1nc(C)cnc1N(COCC[Si](C)(C)C)S(=O)(=O)c1cnccc1Cl, [Na+], [Na+], O=C([O-])[O-], c1ccc(P(c2ccccc2)(c2ccccc2)[Pd](P(c2ccccc2)(c2ccccc2)c2ccccc2)(P(c2ccccc2)(c2ccccc2)c2ccccc2)P(c2ccccc2)(c2ccccc2)c2ccccc2)cc1. Yields the product COc1nc(C)cnc1N(COCC[Si](C)(C)C)S(=O)(=O)c1cnccc1-c1ccc(CC(C)C)cc1. As a reaction SMILES: [CH2:29]([CH:30]([CH3:31])[CH3:32])[c:33]1[cH:34][cH:35][c:36]([B:39]([OH:40])[OH:41])[cH:37][cH:38]1.[CH3:132][CH2:133][OH:134].[CH3:42][c:43]1[cH:44][cH:45][cH:46][cH:47][cH:48]1.[Cl:1][c:2]1[c:3]([S:8](=[O:9])(=[O:10])[N:11]([CH2:12][O:13][CH2:14][CH2:15][Si:16]([CH3:17])([CH3:18])[CH3:19])[c:20]2[n:21][cH:22][c:23]([CH3:28])[n:24][c:25]2[O:26][CH3:27])[cH:4][n:5][cH:6][cH:7]1.[Na+:49].[Na+:50].[O-:51][C:52](=[O:53])[O-:54].[cH:55]1[cH:56][cH:57][c:58]([P:59]([Pd:60]([P:61]([c:62]2[cH:63][cH:64][cH:65][cH:66][cH:67]2)([c:68]2[cH:69][cH:70][cH:71][cH:72][cH:73]2)[c:74]2[cH:75][cH:76][cH:77][cH:78][cH:79]2)([P:80]([c:81]2[cH:82][cH:83][cH:84][cH:85][cH:86]2)([c:87]2[cH:88][cH:89][cH:90][cH:91][cH:92]2)[c:93]2[cH:94][cH:95][cH:96][cH:97][cH:98]2)[P:99]([c:100]2[cH:101][cH:102][cH:103][cH:104][cH:105]2)([c:106]2[cH:107][cH:108][cH:109][cH:110][cH:111]2)[c:112]2[cH:113][cH:114][cH:115][cH:116][cH:117]2)([c:118]2[cH:119][cH:120][cH:121][cH:122][cH:123]2)[c:124]2[cH:125][cH:126][cH:127][cH:128][cH:129]2)[cH:130][cH:131]1>>[c:2]1(-[c:36]2[cH:35][cH:34][c:33]([CH2:29][CH:30]([CH3:31])[CH3:32])[cH:38][cH:37]2)[c:3]([S:8](=[O:9])(=[O:10])[N:11]([CH2:12][O:13][CH2:14][CH2:15][Si:16]([CH3:17])([CH3:18])[CH3:19])[c:20]2[n:21][cH:22][c:23]([CH3:28])[n:24][c:25]2[O:26][CH3:27])[cH:4][n:5][cH:6][cH:7]1.